Dataset: the Open Reaction Database (ORD), a public repository of structured organic reaction records. Task: describe an organic reaction: reactants, conditions, products, and yield Yields the product ClC=1C=C(OC2=C(C=C(C=C2)S(=O)(=O)C)N)C=CC1Cl (2-(3,4-Dichlorophenoxy)-5-(methylsulfonyl)benzenamine). Reported procedure: A slurry of 10.5 g (0.0290 mole) of 4-(4-(methylsulfonyl)-2-nitrophenoxy)-1,2-dichlorobenzene and 350 ml of glacial acetic acid was placed in a Parr bottle and 0.5 g of 5% palladium on carbon added under nitrogen. The mixture was placed on a Parr hydrogenator apparatus and the desired reduction carried out with 50 pounds per square inch (psi) of hydrogen. Two batches of equal size were run and the catalyst removed by filtration. The solvent was removed in vacuo leaving crude product which was sl... Reactants: CS(=O)(=O)C1=CC(=C(OC2=CC(=C(C=C2)Cl)Cl)C=C1)[N+](=O)[O-] (4-(4-(methylsulfonyl)-2-nitrophenoxy)-1,2-dichlorobenzene), C(C)(=O)O (acetic acid), [H][H] (hydrogen). The solvent is [OH-].[Na+] (NaOH). Reagents/catalysts: [Pd] (palladium on carbon). RXN SMILES: [CH3:1][S:2]([C:5]1[CH:19]=[CH:18][C:8]([O:9][C:10]2[CH:15]=[CH:14][C:13]([Cl:16])=[C:12]([Cl:17])[CH:11]=2)=[C:7]([N+:20]([O-])=O)[CH:6]=1)(=[O:4])=[O:3].C(O)(=O)C.[H][H]>[Pd].[OH-].[Na+]>[Cl:17][C:12]1[CH:11]=[C:10]([CH:15]=[CH:14][C:13]=1[Cl:16])[O:9][C:8]1[CH:18]=[CH:19][C:5]([S:2]([CH3:1])(=[O:3])=[O:4])=[CH:6][C:7]=1[NH2:20] |f:4.5|. The yield is 149.5%.